The task is: describe an organic reaction: reactants, conditions, products, and yield. This data is from the Open Reaction Database (ORD), a public repository of structured organic reaction records. Starting materials: CO (methanol), FC(CCC(C)=O)(F)F (5,5,5-trifluoropentan-2-one), FC(CCC=O)(F)F (4,4,4-trifluorobutanal), FC(CCC(=O)O)(F)F (4,4,4-trifluorobutanoic acid), [C-]#N.[Na+] (sodium cyanide), [Cl-].[NH4+] (ammonium chloride). Run in N (ammonia), C(C)OCC (diethyl ether), CC(=O)C (methyl ketone). Yields the product NC(C#N)(CCC(F)(F)F)C (rac-2-Amino-5,5,5-trifluoro-2-methylpentanonitrile). Isolated yield 92.0%. As a reaction SMILES: FC(F)(F)CCC(=O)C.[F:10][C:11]([F:17])([F:16])[CH2:12][CH2:13][CH:14]=O.FC(F)(F)CCC(O)=O.[C-:27]#[N:28].[Na+].[Cl-].[NH4+:31].[CH3:32]O>N.C(OCC)C.CC(C)=O>[NH2:31][C:14]([CH3:32])([CH2:13][CH2:12][C:11]([F:17])([F:16])[F:10])[C:27]#[N:28] |f:3.4,5.6|. Procedure details: 8.0 g (57.1 mmol) of 5,5,5-trifluoropentan-2-one [CAS Registry Number: 1341078-97-4; commercially available, or the methyl ketone can be prepared by literature methods which are known to those skilled in the art, for example via a) two stages from 4,4,4-trifluorobutanal according to Y. Bai et al. Angewandte Chemie 2012, 51, 4112-4116; K. Hiroi et al. Synlett 2001, 263-265; K. Mikami et al. 1982 Chemistry Letters, 1349-1352; b) or from 4,4,4-trifluorobutanoic acid according to A. A. Wube et al. B... The reactants are CC(C)(C)N(C(=O)[O-])C1CCN(CCn2c(=O)ccc3ccc(C#N)cc32)CC1, ClCCl, O=C(O)C(F)(F)F. The product is N#Cc1ccc2ccc(=O)n(CCN3CCC(N)CC3)c2c1. Reaction SMILES: [C:1]([N:5]([C:2](=[O:3])[O-:4])[CH:9]1[CH2:10][CH2:11][N:12]([CH2:15][CH2:16][n:17]2[c:18](=[O:29])[cH:19][cH:20][c:21]3[cH:22][cH:23][c:24]([C:27]#[N:28])[cH:25][c:26]23)[CH2:13][CH2:14]1)([CH3:6])([CH3:7])[CH3:8].[Cl:37][CH2:38][Cl:39].[OH:30][C:31]([C:32]([F:33])([F:34])[F:35])=[O:36]>>[NH2:5][CH:9]1[CH2:10][CH2:11][N:12]([CH2:15][CH2:16][n:17]2[c:18](=[O:29])[cH:19][cH:20][c:21]3[cH:22][cH:23][c:24]([C:27]#[N:28])[cH:25][c:26]23)[CH2:13][CH2:14]1. Starting materials: COC(C(CO[Si](C1=CC=CC=C1)(C1=CC=CC=C1)C(C)(C)C)N=C=S)=O (3-(t-butyldiphenylsilyloxy)-2-isothiocyanatopropionic acid methyl ester), OC1CNC1 (3-hydroxyazetidine). The solvent is O (water), O1CCCC1 (tetrahydrofuran). Reaction conditions: time 8 hour. Yields the product COC([C@H](CO[Si](C1=CC=CC=C1)(C1=CC=CC=C1)C(C)(C)C)NC(=S)N1CC(C1)O)=O ((2S)-3-(t-butyldiphenylsilyloxy)-2-[(3-hydroxyazetidine-1-carbothioyl)amino]propionic acid methyl ester). Isolated yield 60.6%. Reaction SMILES: [CH3:1][O:2][C:3](=[O:27])[CH:4]([N:24]=[C:25]=[S:26])[CH2:5][O:6][Si:7]([C:20]([CH3:23])([CH3:22])[CH3:21])([C:14]1[CH:19]=[CH:18][CH:17]=[CH:16][CH:15]=1)[C:8]1[CH:13]=[CH:12][CH:11]=[CH:10][CH:9]=1.[OH:28][CH:29]1[CH2:32][NH:31][CH2:30]1>O1CCCC1.O>[CH3:1][O:2][C:3](=[O:27])[C@@H:4]([NH:24][C:25]([N:31]1[CH2:32][CH:29]([OH:28])[CH2:30]1)=[S:26])[CH2:5][O:6][Si:7]([C:20]([CH3:23])([CH3:21])[CH3:22])([C:8]1[CH:13]=[CH:12][CH:11]=[CH:10][CH:9]=1)[C:14]1[CH:19]=[CH:18][CH:17]=[CH:16][CH:15]=1. Procedure: To a solution of 3-(t-butyldiphenylsilyloxy)-2-isothiocyanatopropionic acid methyl ester (13.4 g, 33.5 mmol) (obtained as described in Reference Example 70(1)) in tetrahydrofuran (245 ml) was added a solution of 3-hydroxyazetidine (4.90 g, 67.1 mmol) (obtained as described in Reference Example 31(1)) in water (50 ml) at room temperature and the mixture was stirred overnight. After checking the completion of the reaction, the reaction mixture was partitioned between ethyl acetate and saturated aq... Starting materials: ClC1=NC(=CC=C1)N1C(=CC=C1C)C (2-Chloro-6-(2,5-dimethyl-pyrrol-1-yl)-pyridine), C(C(C)C)[Mg]Cl (isobutylmagnesium chloride), Grignard reagent, Fe(acac)3. Run in C1CCOC1 (THF), CN1CCCC1=O (NMP). The product is CC=1N(C(=CC1)C)C1=NC(=CC=C1)CC(C)C (2-(2,5-Dimethyl-pyrrol-1-yl)-6-isobutyl-pyridine). RXN SMILES: Cl[C:2]1[CH:7]=[CH:6][CH:5]=[C:4]([N:8]2[C:12]([CH3:13])=[CH:11][CH:10]=[C:9]2[CH3:14])[N:3]=1.[CH2:15]([Mg]Cl)[CH:16]([CH3:18])[CH3:17]>C1COCC1.CN1C(=O)CCC1>[CH3:14][C:9]1[N:8]([C:4]2[CH:5]=[CH:6][CH:7]=[C:2]([CH2:15][CH:16]([CH3:18])[CH3:17])[N:3]=2)[C:12]([CH3:13])=[CH:11][CH:10]=1. Procedure details: The product from Example 12b (1.0 g, 4.84 mmol) was treated with 2.0 M isobutylmagnesium chloride (2.90 mL, 5.81 mmol) in 30 mL THF and 3 mL NMP at room temperature under a N2 atmosphere. Added Fe(acac)3 (85 mg, 0.242 mmol) and stirred at room temperature for 18 h. During the course of the reaction two additional charges of Grignard reagent and catalyst were added. The reaction was quenched by pouring into 5% acetic acid and extracting with ether. Dried over Na2SO4, filtered and concentrated und... Starting materials: C(C)OC(C(CC(C)C)C=1C=C(C=C(C1)OS(=O)(=O)C(F)(F)F)C1=CC=C(C=C1)C(F)(F)F)=O (4-methyl-2-(5-trifluoromethanesulfonyloxy-4′-trifluoromethyl-biphenyl-3-yl)-pentanoic acid ethyl ester), N1=CC=C(C=C1)B(O)O (pyridine-4-boronic acid), COCCOC (1,2-dimethoxyethane), C(=O)([O-])[O-].[Na+].[Na+] (Na2CO3), Pd(Ph3)4, Pd(Ph3)4. The solvent is CCOC(=O)C (EtOAc). Reaction conditions: temperature 95 celsius. Product: C(C)OC(C(CC(C)C)C=1C=C(C=C(C1)C1=CC=NC=C1)C1=CC=C(C=C1)C(F)(F)F)=O (4-methyl-2-(5-pyridin-4-yl-4′-trifluoromethyl-biphenyl-3-yl)-pentanoic acid ethyl ester). RXN SMILES: [CH2:1]([O:3][C:4](=[O:34])[CH:5]([C:10]1[CH:11]=[C:12]([C:24]2[CH:29]=[CH:28][C:27]([C:30]([F:33])([F:32])[F:31])=[CH:26][CH:25]=2)[CH:13]=[C:14](OS(C(F)(F)F)(=O)=O)[CH:15]=1)[CH2:6][CH:7]([CH3:9])[CH3:8])[CH3:2].[N:35]1[CH:40]=[CH:39][C:38](B(O)O)=[CH:37][CH:36]=1.COCCOC.C([O-])([O-])=O.[Na+].[Na+]>CCOC(C)=O>[CH2:1]([O:3][C:4](=[O:34])[CH:5]([C:10]1[CH:11]=[C:12]([C:24]2[CH:25]=[CH:26][C:27]([C:30]([F:32])([F:33])[F:31])=[CH:28][CH:29]=2)[CH:13]=[C:14]([C:38]2[CH:39]=[CH:40][N:35]=[CH:36][CH:37]=2)[CH:15]=1)[CH2:6][CH:7]([CH3:9])[CH3:8])[CH3:2] |f:3.4.5|. Reported procedure: A mixture of 4-methyl-2-(5-trifluoromethanesulfonyloxy-4′-trifluoromethyl-biphenyl-3-yl)-pentanoic acid ethyl ester (1g) (2.0 g, 3.90 mol), pyridine-4-boronic acid (540 mg, 4.39 mol), 1,2-dimethoxyethane (8 mL) and aqueous Na2CO3 (2 M, 1.93 mL, 3.90 mol) was mechanically stirred while purging N2 at room temperature for 10 min. To this system was added Pd(Ph3)4 (75 mg, 0.06 mmol) and heated to reflux (95° C.) for 2 h. Added another portion of Pd(Ph3)4 (75 mg, 0.06 mmol) and heated to reflux (95° ...